From a dataset of the Open Reaction Database (ORD), a public repository of structured organic reaction records. describe an organic reaction: reactants, conditions, products, and yield The reactants are CC(C)(C)OO, COC(=O)c1c(C2C=CC(O)C(O)C2NC(=O)OC(C)(C)C)cc2c(c1OCc1ccccc1)OCO2, CCCCCCCCCC, c1ccccc1. Product: COC(=O)c1c(C2C(NC(=O)OC(C)(C)C)C(O)C(O)C3OC32)cc2c(c1OCc1ccccc1)OCO2. As a reaction SMILES: [C:1]([CH3:3])([CH3:4])([O:5][OH:2])[CH3:6].[C:7]([CH3:8])([CH3:9])([CH3:10])[O:11][C:12](=[O:13])[NH:14][CH:15]1[CH:16]([OH:43])[CH:17]([OH:42])[CH:18]=[CH:19][CH:20]1[c:21]1[c:22]([C:38](=[O:39])[O:40][CH3:41])[c:23]([O:30][CH2:31][c:32]2[cH:33][cH:34][cH:35][cH:36][cH:37]2)[c:24]2[c:25]([cH:29]1)[O:26][CH2:27][O:28]2.[CH3:44][CH2:45][CH2:46][CH2:47][CH2:48][CH2:49][CH2:50][CH2:51][CH2:52][CH3:53].[cH:54]1[cH:55][cH:56][cH:57][cH:58][cH:59]1>>[O:5]1[CH:18]2[CH:17]([OH:42])[CH:16]([OH:43])[CH:15]([NH:14][C:12]([O:11][C:7]([CH3:8])([CH3:9])[CH3:10])=[O:13])[CH:20]([c:21]3[c:22]([C:38](=[O:39])[O:40][CH3:41])[c:23]([O:30][CH2:31][c:32]4[cH:33][cH:34][cH:35][cH:36][cH:37]4)[c:24]4[c:25]([cH:29]3)[O:26][CH2:27][O:28]4)[CH:19]12.